Dataset: the Open Reaction Database (ORD), a public repository of structured organic reaction records. Task: describe an organic reaction: reactants, conditions, products, and yield Reactants: C1(=CC=CC=C1)C1=NC=C(C=C1)C(=C)C (2-Phenyl-5-(prop-1-en-2-yl)pyridine). Reagents/catalysts: [Pd] (Pd/C), [Pt] (Pt/C). The solvent is CCO (EtOH). Run at time 1.5 hour. The product is C1(=CC=CC=C1)C1=NC=C(C=C1)C(C)C (2-phenyl-5-isopropylpyridine). Isolated yield 54.0%. RXN SMILES: [C:1]1([C:7]2[CH:12]=[CH:11][C:10]([C:13]([CH3:15])=[CH2:14])=[CH:9][N:8]=2)[CH:6]=[CH:5][CH:4]=[CH:3][CH:2]=1>[Pd].[Pt].CCO>[C:1]1([C:7]2[CH:12]=[CH:11][C:10]([CH:13]([CH3:15])[CH3:14])=[CH:9][N:8]=2)[CH:2]=[CH:3][CH:4]=[CH:5][CH:6]=1. Reported procedure: 2-Phenyl-5-(prop-1-en-2-yl)pyridine (11 g, 56.3 mmol) was added to a hydrogenator bottle containing EtOH (150 mL). The reaction mixture was degassed by bubbling N2 for 10 min. Pd/C (0.60 g, 5.63 mmol) and Pt/C (0.55 g, 2.82 mmol) were added to the reaction mixture. The reaction mixture was placed on the Parr hydrogenator for 1.5 h. The reaction mixture was filtered on a tightly packed Celite® bed and washed with dichloromethane. The solvent was removed on rotoevaporator and GC/MS confirmed compl... Reactants: CC(=O)OC1(C)C(COC(=O)c2ccccc2)OC(n2cnc3c(Cl)ncnc32)C1(C)F, COc1cccc(CN)c1, CCO, O. Product: COc1cccc(CNc2ncnc3c2ncn3C2OC(COC(=O)c3ccccc3)C(C)(OC(C)=O)C2(C)F)c1. Reaction SMILES: [C:1]([c:2]1[cH:3][cH:4][cH:5][cH:6][cH:7]1)(=[O:8])[O:9][CH2:10][CH:11]1[O:12][CH:13]([n:23]2[c:24]3[n:25][cH:26][n:27][c:28]([Cl:32])[c:29]3[n:30][cH:31]2)[C:14]([CH3:21])([F:22])[C:15]1([CH3:16])[O:17][C:18]([CH3:19])=[O:20].[CH3:33][O:34][c:35]1[cH:36][c:37]([CH2:38][NH2:39])[cH:40][cH:41][cH:42]1.[CH3:44][CH2:45][OH:46].[OH2:43]>>[C:1]([c:2]1[cH:3][cH:4][cH:5][cH:6][cH:7]1)(=[O:8])[O:9][CH2:10][CH:11]1[O:12][CH:13]([n:23]2[c:24]3[n:25][cH:26][n:27][c:28]([NH:39][CH2:38][c:37]4[cH:36][c:35]([O:34][CH3:33])[cH:42][cH:41][cH:40]4)[c:29]3[n:30][cH:31]2)[C:14]([CH3:21])([F:22])[C:15]1([CH3:16])[O:17][C:18]([CH3:19])=[O:20]. Reactants: ClC1=CC=C(C(=C1C(=O)NC=1C=C2C(=NC1)N(N=C2OC)CC2=CC=C(C=C2)OC)F)NS(=O)(=O)CCCOC2=CC=C(C=C2)OC (6-chloro-2-fluoro-N-(3-methoxy-1-(4-methoxybenzyl)-1H-pyrazolo[3,4-b]pyridin-5-yl)-3-(3-(4-methoxyphenoxy)propylsulfonamido)benzamide), C(=O)(C(F)(F)F)O (TFA). Reaction conditions: temperature 80 celsius. The product is ClC1=CC=C(C(=C1C(=O)NC=1C=C2C(=NC1)NN=C2OC)F)NS(=O)(=O)CCCOC2=CC=C(C=C2)OC (6-chloro-2-fluoro-N-(3-methoxy-1H-pyrazolo[3,4-b]pyridin-5-yl)-3-(3-(4-methoxyphenoxy)propylsulfonamido)benzamide). Isolated yield 97.5%. As a reaction SMILES: [Cl:1][C:2]1[C:7]([C:8]([NH:10][C:11]2[CH:12]=[C:13]3[C:19]([O:20][CH3:21])=[N:18][N:17](CC4C=CC(OC)=CC=4)[C:14]3=[N:15][CH:16]=2)=[O:9])=[C:6]([F:31])[C:5]([NH:32][S:33]([CH2:36][CH2:37][CH2:38][O:39][C:40]2[CH:45]=[CH:44][C:43]([O:46][CH3:47])=[CH:42][CH:41]=2)(=[O:35])=[O:34])=[CH:4][CH:3]=1.C(O)(C(F)(F)F)=O>>[Cl:1][C:2]1[C:7]([C:8]([NH:10][C:11]2[CH:12]=[C:13]3[C:19]([O:20][CH3:21])=[N:18][NH:17][C:14]3=[N:15][CH:16]=2)=[O:9])=[C:6]([F:31])[C:5]([NH:32][S:33]([CH2:36][CH2:37][CH2:38][O:39][C:40]2[CH:41]=[CH:42][C:43]([O:46][CH3:47])=[CH:44][CH:45]=2)(=[O:35])=[O:34])=[CH:4][CH:3]=1. Reported procedure: A 100 mL, round-bottomed flask was charged with 6-chloro-2-fluoro-N-(3-methoxy-1-(4-methoxybenzyl)-1H-pyrazolo[3,4-b]pyridin-5-yl)-3-(3-(4-methoxyphenoxy)propylsulfonamido)benzamide (228.3 mg, 0.33 mmol) and TFA (0.5 mL). The reaction mixture was stirred at 80° C. until LC-MS showed that the starting material had been consumed (overnight). Then the CF3COOH was removed under reduced pressure. The residue was purified by silica gel chromatography (EtOAc/hexane from 1/4 to 1/0, v/v) to afford 6-chl... Reactants: FC1=CC=C(CN2C(C3=CC=CC(=C3C=C2)I)=O)C=C1 (2-(4-fluoro-benzyl)-5-iodo-2H-isoquinolin-1-one), NCC1(CCCCCC1)O (1-(aminomethyl)cycloheptanol), N12CCCCCC2=NCCC1 (1,8-diazabicyclo[5.4.0]undec-7-ene), O1CCOCC1 (1,4-dioxane). The reagents and catalysts are [C-]#[O+].[C-]#[O+].[C-]#[O+].[C-]#[O+].[C-]#[O+].[C-]#[O+].[Mo] (molybdenum hexacarbonyl), C(C)(=O)[O-].[Pd+2].C(C)(=O)[O-] (palladium acetate). Reaction conditions: temperature 110 celsius. The product is OC1(CCCCCC1)CNC(=O)C=1C=2C=CN(C(C2C=CC1)=O)CC1=CC=C(C=C1)F (2-(4-Fluoro-benzyl)-1-oxo-1,2-dihydro-isoquinoline-5-carboxylic acid (1-hydroxy-cycloheptylmethyl)-amide). RXN SMILES: [F:1][C:2]1[CH:20]=[CH:19][C:5]([CH2:6][N:7]2[CH:16]=[CH:15][C:14]3[C:9](=[CH:10][CH:11]=[CH:12][C:13]=3I)[C:8]2=[O:18])=[CH:4][CH:3]=1.[NH2:21][CH2:22][C:23]1([OH:30])[CH2:29][CH2:28][CH2:27][CH2:26][CH2:25][CH2:24]1.N12CCCN=C1CCCCC2.[O:42]1CCOC[CH2:43]1>[C-]#[O+].[C-]#[O+].[C-]#[O+].[C-]#[O+].[C-]#[O+].[C-]#[O+].[Mo].C([O-])(=O)C.[Pd+2].C([O-])(=O)C>[OH:30][C:23]1([CH2:22][NH:21][C:43]([C:13]2[C:14]3[CH:15]=[CH:16][N:7]([CH2:6][C:5]4[CH:19]=[CH:20][C:2]([F:1])=[CH:3][CH:4]=4)[C:8](=[O:18])[C:9]=3[CH:10]=[CH:11][CH:12]=2)=[O:42])[CH2:29][CH2:28][CH2:27][CH2:26][CH2:25][CH2:24]1 |f:4.5.6.7.8.9.10,11.12.13|. Procedure: A 5-mL process vial was charged with 2-(4-fluoro-benzyl)-5-iodo-2H-isoquinolin-1-one (100 mg, 0.0004 mol), 1-(aminomethyl)cycloheptanol (200 mg, 0.001 mol), molybdenum hexacarbonyl (90 mg, 0.0004 mol), palladium acetate (8 mg, 0.00004 mol), 1,8-diazabicyclo[5.4.0]undec-7-ene (200 mg, 0.001 mol) and 1,4-dioxane (2 mL, 0.02 mol). The vessel was sealed under air and exposed to microwave heating for 15 min at 110° C. The reaction tube was thereafter cooled to room temperature, and the mixture was co... The reactants are CC1([C@@H]([C@@H]1\C=C(/C(O)=O)\F)C(=O)O[C@@H](C1=CC(=CC=C1)OC1=CC=CC=C1)C#N)C ((S)α-cyano-3-phenoxy-benzyl (1R,cis) 2,2-dimethyl-3(E)-[2-fluoro-3-oxo-3-hydroxy-propenyl]-cyclopropane-1-carboxylate). Run in C(Cl)(Cl)Cl (chloroform). Product: CC1([C@@H]([C@@H]1\C=C(/C(OC(C)(C)C)=O)\F)C(=O)O[C@@H](C1=CC(=CC=C1)OC1=CC=CC=C1)C#N)C ((S)α-cyano-3-phenoxy-benzyl (1R,cis) 2,2-dimethyl-3(E)-[2-fluoro-3-oxo-3-tert-.butoxy-propenyl]-cyclopropane-1-carboxylate). As a reaction SMILES: [CH3:1][C:2]1([CH3:30])[C@@H:4](/[CH:5]=[C:6](/[F:10])\[C:7](=[O:9])[OH:8])[C@H:3]1[C:11]([O:13][C@H:14]([C:28]#[N:29])[C:15]1[CH:20]=[CH:19][CH:18]=[C:17]([O:21][C:22]2[CH:27]=[CH:26][CH:25]=[CH:24][CH:23]=2)[CH:16]=1)=[O:12]>C(Cl)(Cl)Cl>[CH3:1][C:2]1([CH3:30])[C@@H:4](/[CH:5]=[C:6](/[F:10])\[C:7](=[O:8])[O:9][C:2]([CH3:4])([CH3:3])[CH3:1])[C@H:3]1[C:11]([O:13][C@H:14]([C:28]#[N:29])[C:15]1[CH:20]=[CH:19][CH:18]=[C:17]([O:21][C:22]2[CH:27]=[CH:26][CH:25]=[CH:24][CH:23]=2)[CH:16]=1)=[O:12]. Procedure: Using the procedure of Example 17, (S)α-cyano-3-phenoxy-benzyl (1R,cis) 2,2-dimethyl-3(E)-[2-fluoro-3-oxo-3-hydroxy-propenyl]-cyclopropane-1-carboxylate was reacted to obtain a 61% of yield of (S)α-cyano-3-phenoxy-benzyl (1R,cis) 2,2-dimethyl-3(E)-[2-fluoro-3-oxo-3-tert-.butoxy-propenyl]-cyclopropane-1-carboxylate with a specific rotation of [α]D20 =+26.5° (c=0.25% in chloroform). The reactants are ClC=1C=CC(=C(C(=O)NC=2SC(=CN2)C)C1)OC (5-chloro-2-methoxy-N-(5-methylthiazol-2-yl)benzamide), [H-].[Na+] (sodium hydride), ClCC1=COC=C1 (3-(chloromethyl)furan). Solvent: CN(C)C=O (DMF). Conditions: time 30 minute. The product is ClC=1C=CC(=C(C(=O)\N=C\2/SC(=CN2CC2=COC=C2)C)C1)OC (5-chloro-N-[(2Z)-3-(3-furylmethyl)-5-methyl-1,3-thiazol-2(3H)-ylidene]-2-methoxybenzamide). Yield: 18.2%. As a reaction SMILES: [Cl:1][C:2]1[CH:3]=[CH:4][C:5]([O:17][CH3:18])=[C:6]([CH:16]=1)[C:7]([NH:9][C:10]1[S:11][C:12]([CH3:15])=[CH:13][N:14]=1)=[O:8].[H-].[Na+].Cl[CH2:22][C:23]1[CH:27]=[CH:26][O:25][CH:24]=1>CN(C=O)C>[Cl:1][C:2]1[CH:3]=[CH:4][C:5]([O:17][CH3:18])=[C:6]([CH:16]=1)[C:7](/[N:9]=[C:10]1\[S:11][C:12]([CH3:15])=[CH:13][N:14]\1[CH2:22][C:23]1[CH:27]=[CH:26][O:25][CH:24]=1)=[O:8] |f:1.2|. Procedure details: To a solution of Example 340A (0.15 g, 0.53 mmol) in 5 mL DMF was added sodium hydride (0.016 g, 0.67 mmol, 95%). After the solution was allowed to stir at ambient temperature for 30 min, 3-(chloromethyl)furan (0.08 g, 0.67 mmol) was added. The reaction was held at ambient temperature overnight and then quenched with water. The crude was extracted with ethyl acetate and the organics washed with water, then dried over MgSO4, filtered, and concentrated. Flash chromatography over silica gel (50% et... Reactants: OC[C@H]1CN(CCN1)C(=O)OC(C)(C)C ((R)-tert-butyl 3-(hydroxymethyl)piperazine-1-carboxylate), C=O (Formalin), C([O-])([O-])=O.[Na+].[Na+] (sodium carbonate), C(C)(=O)O[BH-](OC(C)=O)OC(C)=O.[Na+] (sodium triacetoxyborohydride). The solvent is C(Cl)Cl (methylene chloride), CO (methanol), C(C)#N (acetonitrile), O (water). Run at time 20 minute. The product is OC[C@H]1CN(CCN1C)C(=O)OC(C)(C)C ((R)-tert-butyl 3-(hydroxymethyl)-4-methylpiperazine-1-carboxylate). RXN SMILES: [OH:1][CH2:2][C@@H:3]1[NH:8][CH2:7][CH2:6][N:5]([C:9]([O:11][C:12]([CH3:15])([CH3:14])[CH3:13])=[O:10])[CH2:4]1.C=O.[C:18](O[BH-](OC(=O)C)OC(=O)C)(=O)C.[Na+].C(=O)([O-])[O-].[Na+].[Na+]>C(#N)C.O.C(Cl)Cl.CO>[OH:1][CH2:2][C@@H:3]1[N:8]([CH3:18])[CH2:7][CH2:6][N:5]([C:9]([O:11][C:12]([CH3:15])([CH3:14])[CH3:13])=[O:10])[CH2:4]1 |f:2.3,4.5.6|. Reported procedure: To a solution of (R)-tert-butyl 3-(hydroxymethyl)piperazine-1-carboxylate (115 mg, 0.53 mmol) in acetonitrile (1.4 mL) and water (0.3 mL) was added Formalin (0.11 mL, 1.6 mmol) followed by sodium triacetoxyborohydride (225 mg, 1.1 mmol). The reaction mixture was stirred for 20 minutes at ambient temperature. The reaction mixture was then basified via the addition of saturated aqueous sodium carbonate solution (1 mL), diluted with methylene chloride (50 mL) and methanol (5 mL), and washed with sa...